From a dataset of the Open Reaction Database (ORD), a public repository of structured organic reaction records. describe an organic reaction: reactants, conditions, products, and yield Reactants: FC1=CC=C(C=C1)N1N=CC2=CC(=CC=C12)O[C@H]([C@@H](C)N)C1=CC=CC=C1 ((1S,2R)-1-{[1-(4-fluorophenyl)-1H-indazol-5-yl]oxy}-1-phenylpropan-2-amine), C(C1=CC=CC=C1)(=O)Cl (benzoyl chloride). Product: FC1=CC=C(C=C1)N1N=CC2=CC(=CC=C12)O[C@@H]([C@H](C)NC(C1=CC=CC=C1)=O)C1=CC=CC=C1 (N-[(1R,2S)-1-[1-(4-fluorophenyl)indazol-5-yl]oxy-1-phenyl-propan-2-yl]benzamide). As a reaction SMILES: [F:1][C:2]1[CH:7]=[CH:6][C:5]([N:8]2[C:16]3[C:11](=[CH:12][C:13]([O:17][C@@H:18]([C:22]4[CH:27]=[CH:26][CH:25]=[CH:24][CH:23]=4)[C@H:19]([NH2:21])[CH3:20])=[CH:14][CH:15]=3)[CH:10]=[N:9]2)=[CH:4][CH:3]=1.[C:28](Cl)(=[O:35])[C:29]1[CH:34]=[CH:33][CH:32]=[CH:31][CH:30]=1>>[F:1][C:2]1[CH:3]=[CH:4][C:5]([N:8]2[C:16]3[C:11](=[CH:12][C:13]([O:17][C@H:18]([C:22]4[CH:23]=[CH:24][CH:25]=[CH:26][CH:27]=4)[C@@H:19]([NH:21][C:28](=[O:35])[C:29]4[CH:34]=[CH:33][CH:32]=[CH:31][CH:30]=4)[CH3:20])=[CH:14][CH:15]=3)[CH:10]=[N:9]2)=[CH:6][CH:7]=1. Reported procedure: Prepared as described in Example 1 using (1S,2R)-1-{[1-(4-fluorophenyl)-1H-indazol-5-yl]oxy}-1-phenylpropan-2-amine (1a, 18 mg, 50 μmol) and benzoyl chloride (21 mg, 150 μmol). Yield 19 mg (82%). Starting materials: CS(=O)(=O)C1=NC=C(C(=N1)N[C@@H]1CN(CCC1)S(=O)(=O)CC(C)C)C=1N=C2C(=NC1)N(C=C2)COCC[Si](C)(C)C ({2-methanesulfonyl-5-[5-(2-trimethysilanyl-ethoxymethyl)-5H-pyrrolo[2,3-b]pyrazin-2-yl]-pyrimidin-4-yl}-[(S)-1-(2-methyl-propane-1-sulfonyl)-piperidin-3-yl]-amine), N1CCOCC1 (morpholine), CS(=O)(=O)C (methylsulfone). Run in O1CCOCC1 (dioxane). The product is CC(CS(=O)(=O)N1C[C@H](CCC1)NC1=NC(=NC=C1C=1N=C2C(=NC1)NC=C2)N2CCOCC2)C ([(S)-1-(2-methyl-propane-1-sulfonyl)-piperidin-3-yl]-[2-morpholin-4-yl-5-(5H-pyrrolo[2,3-b]pyrazin-2-yl)-pyrimidin-4-yl]-amine). As a reaction SMILES: CS([C:5]1[N:10]=[C:9]([NH:11][C@H:12]2[CH2:17][CH2:16][CH2:15][N:14]([S:18]([CH2:21][CH:22]([CH3:24])[CH3:23])(=[O:20])=[O:19])[CH2:13]2)[C:8]([C:25]2[N:26]=[C:27]3[CH:33]=[CH:32][N:31](COCC[Si](C)(C)C)[C:28]3=[N:29][CH:30]=2)=[CH:7][N:6]=1)(=O)=O.[NH:42]1[CH2:47][CH2:46][O:45][CH2:44][CH2:43]1.CS(C)(=O)=O>O1CCOCC1>[CH3:23][CH:22]([CH3:24])[CH2:21][S:18]([N:14]1[CH2:15][CH2:16][CH2:17][C@H:12]([NH:11][C:9]2[C:8]([C:25]3[N:26]=[C:27]4[CH:33]=[CH:32][NH:31][C:28]4=[N:29][CH:30]=3)=[CH:7][N:6]=[C:5]([N:42]3[CH2:47][CH2:46][O:45][CH2:44][CH2:43]3)[N:10]=2)[CH2:13]1)(=[O:20])=[O:19]. Procedure: In a dioxane solution of {2-methanesulfonyl-5-[5-(2-trimethysilanyl-ethoxymethyl)-5H-pyrrolo[2,3-b]pyrazin-2-yl]-pyrimidin-4-yl}-[(S)-1-(2-methyl-propane-1-sulfonyl)-piperidin-3-yl]-amine from Example 3, step 1, morpholine was used to displace the methylsulfone similar to examples above and the de-protection step was similar to step 5 of Example 76 to give [(S)-1-(2-methyl-propane-1-sulfonyl)-piperidin-3-yl]-[2-morpholin-4-yl-5-(5H-pyrrolo[2,3-b]pyrazin-2-yl)-pyrimidin-4-yl]-amine. MS (ES+): 501...